describe an organic reaction: reactants, conditions, products, and yield From a dataset of the Open Reaction Database (ORD), a public repository of structured organic reaction records. The reactants are C1(=CC=CC=C1)C(CCl)(O)C1=CC=CC=C1 (1,1-Diphenyl-2-chloro-ethan-1-ol), O (water), N1N=CN=C1 (1,2,4-Triazole), [H-].[Na+] (sodium hydride). Solvent: CN(C=O)C (dimethylformamide), CN(C=O)C (DMF). The product is C1(=CC=CC=C1)C(CN1N=CN=C1)(O)C1=CC=CC=C1 (1,1-Diphenyl-2-(1,2,4-triazol-1-yl)-ethan-1-ol). As a reaction SMILES: [NH:1]1[CH:5]=[N:4][CH:3]=[N:2]1.[H-].[Na+].[C:8]1([C:14]([C:18]2[CH:23]=[CH:22][CH:21]=[CH:20][CH:19]=2)([OH:17])[CH2:15]Cl)[CH:13]=[CH:12][CH:11]=[CH:10][CH:9]=1.O>CN(C)C=O>[C:18]1([C:14]([C:8]2[CH:9]=[CH:10][CH:11]=[CH:12][CH:13]=2)([OH:17])[CH2:15][N:1]2[CH:5]=[N:4][CH:3]=[N:2]2)[CH:19]=[CH:20][CH:21]=[CH:22][CH:23]=1 |f:1.2|. Procedure: 1,2,4-Triazole (0.03 mol, 2.07 g) was added portionwise to a suspension of sodium hydride (0.03 mol, 0.72 g) in DMF (30 ml) and the solution stirred until effervescence ceased. 1,1-Diphenyl-2-chloro-ethan-1-ol (0.015 mol, 2.94 g) in dimethylformamide (DMF; 10 ml) was added dropwise and the solution warmed at 100° for six hours. The reaction mixture was poured into water and a white solid crystallised out. This was filtered off, washed with water, dried, and recrystallised from ethanol to give th... RXN SMILES: [N:1]1[CH:6]=[CH:5][C:4]([CH2:7][NH:8][CH2:9][CH2:10][CH2:11][OH:12])=[CH:3][CH:2]=1.[Li].C([Li])CCC.CCCCCC.[Cl:25][C:26]1[CH:43]=[CH:42][C:29]2[O:30][C:31]3[CH:41]=[CH:40][CH:39]=[CH:38][C:32]=3[CH2:33][N:34]([C:35](Cl)=[O:36])[C:28]=2[CH:27]=1>C1COCC1>[N:1]1[CH:6]=[CH:5][C:4]([CH2:7][NH:8][CH2:9][CH2:10][CH2:11][O:12][C:35]([N:34]2[CH2:33][C:32]3[CH:38]=[CH:39][CH:40]=[CH:41][C:31]=3[O:30][C:29]3[CH:42]=[CH:43][C:26]([Cl:25])=[CH:27][C:28]2=3)=[O:36])=[CH:3][CH:2]=1 |^1:12|. Run in C1CCOC1 (THF). Reactants: N1=CC=C(C=C1)CNCCCO (3-(4-pyridylmethylamino)-1-propanol), CCCCCC (hexane), ClC1=CC2=C(OC3=C(CN2C(=O)Cl)C=CC=C3)C=C1 (8-chlorodibenz[b,f][1,4]oxazepin-10(11H)carbonyl chloride), [Li] (lithium), C(CCC)[Li] (n-butyllithium). Reported procedure: By the procedure described in Example 11, 3-(4-pyridylmethylamino)-1-propanol (1.0 g, 3.4 mmol) in 30 mL of THF was converted to its lithium salt with 1.6M n-butyllithium in hexane (2.1 mL, 3.4 mmol) and reacted with the product of Example 2 (1.0 g, 3.4 mmol) to yield 590 mg of the title product. The product is N1=CC=C(C=C1)CNCCCOC(=O)N1C2=C(OC3=C(C1)C=CC=C3)C=CC(=C2)Cl (3-[[(4-pyridinyl)methyl]amino]propyl-8chlorodibenz [b, f][1,4]oxazepine-10(11H)-carboxylate). The yield is 40.9%. Reactants: C(C)(=O)C1C(CCCC1)=O (2-Acetylcyclohexanone), ClC1=C(C(=CC(=C1)C(F)(F)F)Cl)NN (2,6-dichloro-4-trifluoromethylphenylhydrazine). Run in CCO (EtOH). Product: ClC1=C(C(=CC(=C1)C(F)(F)F)Cl)N1N=C2CCCCC2=C1C (2-[2,6-Dichloro-4-(trifluoromethyl)phenyl]-3-methyl-4,5,6,7-tetrahydro-2H-indazole). Isolated yield 67.0%. Reaction SMILES: [C:1]([CH:4]1[CH2:9][CH2:8][CH2:7][CH2:6][C:5]1=O)(=O)[CH3:2].[Cl:11][C:12]1[CH:17]=[C:16]([C:18]([F:21])([F:20])[F:19])[CH:15]=[C:14]([Cl:22])[C:13]=1[NH:23][NH2:24]>CCO>[Cl:11][C:12]1[CH:17]=[C:16]([C:18]([F:20])([F:19])[F:21])[CH:15]=[C:14]([Cl:22])[C:13]=1[N:23]1[C:1]([CH3:2])=[C:4]2[C:5]([CH2:6][CH2:7][CH2:8][CH2:9]2)=[N:24]1. Reported procedure: 2-Acetylcyclohexanone (0.12 mL, 1 mmol) and 2,6-dichloro-4-trifluoromethylphenylhydrazine (245 mg, 1 mmol) in EtOH (10 mL) was heated under reflux for 12 hr. EtOH was removed under reduced pressure and the product purified by flash chromatography on silica (10% EtOAc:Hexane): yield 67%. 1H NMR (CDCl3) δ 7.8 (s, 2H), 2.7 and 2.05 (m, 2H each), 2.05 (s, 3H), 1.9 (m, 4H); MS (M+) 349. The reactants are C(=O)O (formic acid), C[C@@H](CCC[C@@H](C)CCC[C@@]1(CCC2=C(O1)C=CC(=C2)O)C)CCCC(C)C (tocol), ( X ), C[C@@H](CCC[C@@H](C)CCC[C@@]1(CCC2=C(O1)C=CC(=C2)O)C)CCCC(C)C (Tocol), C[C@@H](CCC[C@@H](C)CCC[C@@]1(CCC2=C(O1)C=CC(=C2)O)C)CCCC(C)C (Tocol), C[C@@H](CCC[C@@H](C)CCC[C@@]1(CCC2=C(O1)C=CC(=C2)O)C)CCCC(C)C (Tocol). The product is C1(O)=CC=C(O)C=C1 (hydroquinone), CC(C)CCC[C@@H](C)CCC[C@@H](C)CCC\C(\C)=C\CO (phytol). Reaction SMILES: [CH3:1][C@H:2]([CH2:23][CH2:24][CH2:25][CH:26]([CH3:28])[CH3:27])[CH2:3][CH2:4][CH2:5][C@H:6]([CH2:8][CH2:9][CH2:10][C@@:11]1([CH3:22])[O:16][C:15]2[CH:17]=[CH:18][C:19]([OH:21])=[CH:20][C:14]=2[CH2:13][CH2:12]1)[CH3:7].C(O)=[O:30]>>[C:15]1([CH:17]=[CH:18][C:19]([OH:21])=[CH:20][CH:14]=1)[OH:16].[CH3:27][CH:26]([CH2:25][CH2:24][CH2:23][C@H:2]([CH2:3][CH2:4][CH2:5][C@H:6]([CH2:8][CH2:9][CH2:10]/[C:11](=[CH:12]/[CH2:13][OH:30])/[CH3:22])[CH3:7])[CH3:1])[CH3:28]. Procedure: Tocol (2-methyl-2-(4,8,12-trimethyltridecyl)-6-chromanol) and its derivatives are noted for antioxidant activity. Merck 9th Ed. at page 1221, which is hereby incorporated by reference. Tocol is a colorless viscous oil having a molecular weight of about 388.61 and a boiling point of about 165° C. to about 175° C. at 0.001 atm. Merck 9th Ed. at page 1221. The structural formula of tocol is given in formula (X) below: ##STR7## Tocol can be produced by condensation of hydroquinone and phytol in the ...